This data is from the Open Reaction Database (ORD), a public repository of structured organic reaction records. The task is: describe an organic reaction: reactants, conditions, products, and yield Starting materials: N([C@@H](C)C(=O)N[C@H](CCC(O)=O)C(=O)OC)C(=O)OC(C)(C)C (Boc-L-Ala-D-Glu(OH)OMe), O (water), C[Si](C)(C)C(C(=O)N)[Si](C)(C)C (bis(trimethylsilyl)acetamide), C(CCCCCCCCCCCCCCCCC)(=O)Cl (stearoyl chloride). Run in C(Cl)Cl (methylene chloride). The product is N([C@@H](C)C(=O)N[C@H](CCC(O)=O)C(=O)OCC1=CC=CC=C1)C(=O)CCCCCCCCCCCCCCCCC (stearoyl-L-Ala-D-Glu(OH)OBzl). Yield: 196.4%. Reaction SMILES: [NH:1]([C:17]([O:19]C(C)(C)C)=O)[C@H:2]([C:4]([NH:6][C@@H:7]([C:13]([O:15][CH3:16])=[O:14])[CH2:8][CH2:9][C:10](=[O:12])[OH:11])=[O:5])[CH3:3].C[Si]([CH:28]([Si](C)(C)C)[C:29](N)=O)(C)C.C(Cl)(=O)[CH2:37][CH2:38][CH2:39][CH2:40][CH2:41][CH2:42][CH2:43][CH2:44][CH2:45][CH2:46][CH2:47][CH2:48][CH2:49][CH2:50][CH2:51][CH2:52][CH3:53].O>C(Cl)Cl>[NH:1]([C:17]([CH2:53][CH2:52][CH2:51][CH2:50][CH2:49][CH2:48][CH2:47][CH2:46][CH2:45][CH2:44][CH2:43][CH2:42][CH2:41][CH2:40][CH2:39][CH2:38][CH3:37])=[O:19])[C@H:2]([C:4]([NH:6][C@@H:7]([C:13]([O:15][CH2:16][C:29]1[CH:28]=[CH:9][CH:8]=[CH:7][CH:13]=1)=[O:14])[CH2:8][CH2:9][C:10](=[O:12])[OH:11])=[O:5])[CH3:3]. Procedure: L-Ala-D-Glu(OH)OBzl (1) (942 mg) was suspended in methylene chloride (40 ml), and bis(trimethylsilyl)acetamide (1.20 g) was added to the suspension under stirring. The resulting solution was treated with stearoyl chloride (900 mg) at ambient temperature and left for an hour. Evaporation of the solvent gave an oily residual which was treated with water to give white solides. The solides were collected by filtration, washed with water and dried over magnesium sulfate to give stearoyl-L-Ala-D-Glu(O... The reactants are CCOC(=O)C1CN(C(=O)OC(C)(C)C)CCC1C(=O)OCc1ccccc1, ClCCl, O=C(O)C(F)(F)F. The product is CCOC(=O)C1CNCCC1C(=O)OCc1ccccc1. RXN SMILES: [CH2:1]([c:2]1[cH:3][cH:4][cH:5][cH:6][cH:7]1)[O:8][C:9](=[O:10])[CH:11]1[CH:12]([C:24](=[O:25])[O:26][CH2:27][CH3:28])[CH2:13][N:14]([C:17]([O:18][C:19]([CH3:20])([CH3:21])[CH3:22])=[O:23])[CH2:15][CH2:16]1.[Cl:36][CH2:37][Cl:38].[OH:29][C:30]([C:31]([F:32])([F:33])[F:34])=[O:35]>>[CH2:1]([c:2]1[cH:3][cH:4][cH:5][cH:6][cH:7]1)[O:8][C:9](=[O:10])[CH:11]1[CH:12]([C:24](=[O:25])[O:26][CH2:27][CH3:28])[CH2:13][NH:14][CH2:15][CH2:16]1. Starting materials: BrC=1C=CC(=C(CN(C(OC(C)(C)C)=O)C2CC2)C1)Cl (tert-butyl (5-bromo-2-chlorobenzyl)cyclopropylcarbamate), Pd(PCy3)2, [F-].[Cs+] (cesium fluoride), C(C=C)[Sn](CCCC)(CCCC)CCCC (allyl tributylstannane). Product: C(C=C)C=1C=CC(=C(CN(C(OC(C)(C)C)=O)C2CC2)C1)Cl (tert-Butyl (5-allyl-2-chlorobenzyl)cyclopropylcarbamate). Run in C1CCOC1 (THF). Procedure: A THF solution (0.13 M) of tert-butyl (5-bromo-2-chlorobenzyl)cyclopropylcarbamate from the previous step (1 eq.), Pd(PCy3)2 (0.05 eq.) and cesium fluoride (2.0 eq.) was added allyl tributylstannane (1.2 eq.). The resulting brown solution was heated at reflux for 8 h and then filtered through a pad of SiO2. The insolubles were rinsed further with ether and the filtrate was concentrated in vacuo to afford a brown semisolid. Purification of the crude product thus obtained by way of column chromato... Reaction SMILES: Br[C:2]1[CH:3]=[CH:4][C:5]([Cl:20])=[C:6]([CH:19]=1)[CH2:7][N:8]([CH:16]1[CH2:18][CH2:17]1)[C:9](=[O:15])[O:10][C:11]([CH3:14])([CH3:13])[CH3:12].[F-].[Cs+].[CH2:23]([Sn](CCCC)(CCCC)CCCC)[CH:24]=[CH2:25]>C1COCC1>[CH2:25]([C:2]1[CH:3]=[CH:4][C:5]([Cl:20])=[C:6]([CH:19]=1)[CH2:7][N:8]([CH:16]1[CH2:18][CH2:17]1)[C:9](=[O:15])[O:10][C:11]([CH3:14])([CH3:13])[CH3:12])[CH:24]=[CH2:23] |f:1.2|.